Dataset: the Open Reaction Database (ORD), a public repository of structured organic reaction records. Task: describe an organic reaction: reactants, conditions, products, and yield Starting materials: CC#N (CH3CN), crude product, ice, C(C=C)(=O)Cl (acryloyl chloride), CN([C@H]1CN(CC1)C1=C(C=C(C(=C1)OC)NC1=NC=CC(=N1)C=1C=NN2C1CCCC2)N)C (4-[(3R)-3-dimethylaminopyrrolidin-1-yl]-6-methoxy-N-[4-(4,5,6,7-tetrahydropyrazolo[1,5-a]pyridin-3-yl)pyrimidin-2-yl]benzene-1,3-diamine), CN([C@H]1CN(CC1)C1=C(C=C(C(=C1)OC)NC1=NC=CC(=N1)C=1C=NN2C1CCCC2)N)C (4-[(3R)-3-dimethylaminopyrrolidin-1-yl]-6-methoxy-N-[4-(4,5,6,7-tetrahydropyrazolo[1,5-a]pyridin-3-yl)pyrimidin-2-yl]benzene-1,3-diamine). The solvent is C(Cl)Cl (CH2Cl2), C(Cl)Cl (CH2Cl2), C(Cl)Cl (CH2Cl2). Reaction conditions: time 10 minute. The product is CN([C@H]1CN(CC1)C1=C(C=C(C(=C1)OC)NC1=NC=CC(=N1)C=1C=NN2C1CCCC2)NC(C=C)=O)C (N-(2-{(3R)-3-Dimethylaminopyrrolidin-1-yl}-4-methoxy-5-{[4-(4,5,6,7-tetrahydropyrazolo[1,5-a]pyridin-3-yl)pyrimidin-2-yl]amino}phenyl)prop-2-enamide). Yield: 42.1%. Reaction SMILES: [C:1](Cl)(=[O:4])[CH:2]=[CH2:3].[CH3:6][N:7]([CH3:38])[C@@H:8]1[CH2:12][CH2:11][N:10]([C:13]2[CH:18]=[C:17]([O:19][CH3:20])[C:16]([NH:21][C:22]3[N:27]=[C:26]([C:28]4[CH:29]=[N:30][N:31]5[CH2:36][CH2:35][CH2:34][CH2:33][C:32]=45)[CH:25]=[CH:24][N:23]=3)=[CH:15][C:14]=2[NH2:37])[CH2:9]1.CC#N>C(Cl)Cl>[CH3:38][N:7]([CH3:6])[C@@H:8]1[CH2:12][CH2:11][N:10]([C:13]2[CH:18]=[C:17]([O:19][CH3:20])[C:16]([NH:21][C:22]3[N:27]=[C:26]([C:28]4[CH:29]=[N:30][N:31]5[CH2:36][CH2:35][CH2:34][CH2:33][C:32]=45)[CH:25]=[CH:24][N:23]=3)=[CH:15][C:14]=2[NH:37][C:1](=[O:4])[CH:2]=[CH2:3])[CH2:9]1. Reported procedure: A solution of acryloyl chloride (32 mg, 0.36 mmol) in CH2Cl2 (1 mL) was added dropwise to a stirred solution of 4-[(3R)-3-dimethylaminopyrrolidin-1-yl]-6-methoxy-N-[4-(4,5,6,7-tetrahydropyrazolo[1,5-a]pyridin-3-yl)pyrimidin-2-yl]benzene-1,3-diamine (Intermediate 134, 152 mg, 0.34 mmol) in CH2Cl2 (15 mL), which was cooled in an ice/water bath. The solution was stirred for 10 minutes while cooled by the ice bath, and was then allowed to warm to r.t. then stirred for 1 h. The mixture was then dilut... The reagents and catalysts are C(C)(=O)[O-].[Pd+2].C(C)(=O)[O-] (palladium (II) acetate), C1(=CC=CC=C1)P(C1=CC=CC=C1)C1=CC=CC=C1 (triphenylphosphine). Product: C(C)(C)NN1C(=NC=2C(=NC=3C=C(C=CC3C21)C2=CC=CC=C2)N)CCC (N1-isopropyl-7-phenyl-2-propyl-1H-imidazo[4,5-c]quinoline-1,4-diamine). Solvent: C(CC)O (1-propanol). Conditions: temperature 100 celsius, time 16 hour. Procedure: A solution of 7-bromo-N1-isopropyl-2-propyl-1H-imidazo[4,5-c]quinoline-1,4-diamine (1.00 g, 2.76 mmol) in 20 mL 1-propanol was treated with phenylboronic acid (0.371 g, 3.04 mmol) giving a suspension. The headspace of the flask was purged and back-filled with nitrogen (3×). The reaction mixture was then treated with triphenylphosphine (11 mg, 0.041 mmol), sodium carbonate (1.66 mL, 3.31 mmol, 2 M solution in H2O), H2O (2 mL), and palladium (II) acetate (3.1 mg, 0.014 mmol). Again the headspace o... The reactants are C([O-])([O-])=O.[Na+].[Na+] (sodium carbonate), O (H2O), BrC=1C=CC=2C3=C(C(=NC2C1)N)N=C(N3NC(C)C)CCC (7-bromo-N1-isopropyl-2-propyl-1H-imidazo[4,5-c]quinoline-1,4-diamine), C1(=CC=CC=C1)B(O)O (phenylboronic acid). RXN SMILES: Br[C:2]1[CH:3]=[CH:4][C:5]2[C:6]3[N:15]([NH:16][CH:17]([CH3:19])[CH3:18])[C:14]([CH2:20][CH2:21][CH3:22])=[N:13][C:7]=3[C:8]([NH2:12])=[N:9][C:10]=2[CH:11]=1.[C:23]1(B(O)O)[CH:28]=[CH:27][CH:26]=[CH:25][CH:24]=1.C(=O)([O-])[O-].[Na+].[Na+].O>C(O)CC.C([O-])(=O)C.[Pd+2].C([O-])(=O)C.C1(P(C2C=CC=CC=2)C2C=CC=CC=2)C=CC=CC=1>[CH:17]([NH:16][N:15]1[C:6]2[C:5]3[CH:4]=[CH:3][C:2]([C:23]4[CH:28]=[CH:27][CH:26]=[CH:25][CH:24]=4)=[CH:11][C:10]=3[N:9]=[C:8]([NH2:12])[C:7]=2[N:13]=[C:14]1[CH2:20][CH2:21][CH3:22])([CH3:19])[CH3:18] |f:2.3.4,7.8.9|. Isolated yield 40.4%. Reactants: C(/C1=CC=CC=C1)=C\1/N=C(NC1=O)C1=C(C=CC(=C1)F)F ((Z)-4-benzylidene-2-(2,5-difluorophenyl)-1H-imidazol-5(4H)-one), C1(CCCCC1)/C=C/C=O ((E)-3-cyclohexylacrylaldehyde). Conditions: time 72 hour. Yields the product C1(CCCCC1)CC1C(C2=C(NC(=N2)C2=C(C=CC(=C2)F)F)OC1=O)C1=CC=CC=C1 (6-(cyclohexylmethyl)-2-(2,5-difluorophenyl)-7-phenyl-6,7-dihydropyrano[2,3-d]imidazol-5(3H)-one). The yield is 56.0%. As a reaction SMILES: [CH:1](=[C:8]1/[N:9]=[C:10]([C:14]2[CH:19]=[C:18]([F:20])[CH:17]=[CH:16][C:15]=2[F:21])[NH:11][C:12]/1=[O:13])/[C:2]1[CH:7]=[CH:6][CH:5]=[CH:4][CH:3]=1.[CH:22]1(/[CH:28]=[CH:29]/[CH:30]=[O:31])[CH2:27][CH2:26][CH2:25][CH2:24][CH2:23]1>>[CH:22]1([CH2:28][CH:29]2[C:30](=[O:31])[O:13][C:12]3[NH:11][C:10]([C:14]4[CH:19]=[C:18]([F:20])[CH:17]=[CH:16][C:15]=4[F:21])=[N:9][C:8]=3[CH:1]2[C:2]2[CH:3]=[CH:4][CH:5]=[CH:6][CH:7]=2)[CH2:27][CH2:26][CH2:25][CH2:24][CH2:23]1. Procedure details: Prepared according to the general procedure using (Z)-4-benzylidene-2-(2,5-difluorophenyl)-1H-imidazol-5(4H)-one and (E)-3-cyclohexylacrylaldehyde. After 72 h, the reaction only reached 64% conversion by 1H NMR. The unpurified residue was purified by flash chromatography using 15% EtOAc/hexanes to afford 19 as an off-white solid (71 mg, 56%). Analytical data for 19: 1H NMR (500 MHz, CDCl3) δ 9.45 (d, J=8.3 Hz, 1H), 7.90 (ddd, J=9.2, 6.1, 3.2 Hz, 1H), 7.36-7.27 (m, 3H), 7.13-7.04 (m, 3H), 7.01-6.... The reactants are OBO, O=[N+]([O-])c1ccccc1, Brc1cc(Cc2cccnc2)cc2cccnc12. The product is O=[N+]([O-])c1cccc(-c2cc(Cc3cccnc3)cc3cccnc23)c1. Reaction SMILES: [BH:19]([OH:20])[OH:21].[N+:22](=[O:23])([O-:24])[c:25]1[cH:26][cH:27][cH:28][cH:29][cH:30]1.[n:1]1[cH:2][c:3]([CH2:7][c:8]2[cH:9][c:10]3[cH:11][cH:12][cH:13][n:14][c:15]3[c:16]([Br:18])[cH:17]2)[cH:4][cH:5][cH:6]1>>[n:1]1[cH:2][c:3]([CH2:7][c:8]2[cH:9][c:10]3[cH:11][cH:12][cH:13][n:14][c:15]3[c:16](-[c:29]3[cH:28][cH:27][cH:26][c:25]([N+:22](=[O:23])[O-:24])[cH:30]3)[cH:17]2)[cH:4][cH:5][cH:6]1. Reactants: FC(C(=O)O)(F)F (trifluoroacetic acid), C(C)[SiH](CC)CC (triethylsilane), BrC1=NC=CC2=C1C(N(C2O)C(C)(C2=CC=CC=C2)C)=O (4-bromo-1-hydroxy-2-(1-methyl-1-phenylethyl)-1,2-dihydropyrrolo[3,4-c]pyridine-3-one). Solvent: [N+](=O)([O-])C (nitromethane). Yields the product BrC1=NC=CC2=C1C(NC2)=O (4-bromo-1,2-dihydropyrrolo[3,4-c]pyridine-3-one). Isolated yield 33.5%. Reaction SMILES: [Br:1][C:2]1[C:7]2[C:8](=[O:21])[N:9](C(C)(C3C=CC=CC=3)C)[CH:10](O)[C:6]=2[CH:5]=[CH:4][N:3]=1.FC(F)(F)C(O)=O.C([SiH](CC)CC)C>[N+](C)([O-])=O>[Br:1][C:2]1[C:7]2[C:8](=[O:21])[NH:9][CH2:10][C:6]=2[CH:5]=[CH:4][N:3]=1. Procedure: In a similar manner to Step 4 of Example 16, 4-bromo-1-hydroxy-2-(1-methyl-1-phenylethyl)-1,2-dihydropyrrolo[3,4-c]pyridine-3-one (239 mg, 0.688 mmol) was dissolved in nitromethane (12 mL), and the solution was treated with trifluoroacetic acid (1.17 mL, 15.1 mmol) and triethylsilane (0.440 mL, 2.75 mmol), followed by purification by preparative thin-layer chromatography (chloroform/methanol=15/1) to obtain 4-bromo-1,2-dihydropyrrolo[3,4-c]pyridine-3-one (49.1 mg, yield 34%). Procedure: A solution containing 2-acetoxy-4-(bromomethyl) benzoic acid methyl ester (1.34g, 4.67 mmol, RN 13339-10-1) and sodium formate (0.795 g, 11.7 mmol) In EtOH:DMSO:H2O (2:2:1, 93 mL) was heated at 100° C. for 16 h. The reaction was cooled to ambient temperature, diluted with 10% CH2Cl2 /EtOAc (100 mL), washed with brine (3×), dried (Na2SO4) and concentrated. The crude product was purified on Biotage KP-Sil eluting with 20% acetone/hexane to give 0.518 g (49%) of the title compound as a clear oil. 1... Run at temperature 100 celsius. The product is COC(C1=C(C=C(C=C1)CO)OC(C)=O)=O (2-Acetoxy-4-(hydroxymethyl) benzoic acid methyl ester). Isolated yield 49.5%. Reaction SMILES: [CH3:1][O:2][C:3](=[O:16])[C:4]1[CH:9]=[CH:8][C:7]([CH2:10]Br)=[CH:6][C:5]=1[O:12][C:13](=[O:15])[CH3:14].C([O-])=[O:18].[Na+]>CCO.CS(C)=O.O.C(Cl)Cl.CCOC(C)=O>[CH3:1][O:2][C:3](=[O:16])[C:4]1[CH:9]=[CH:8][C:7]([CH2:10][OH:18])=[CH:6][C:5]=1[O:12][C:13](=[O:15])[CH3:14] |f:1.2,3.4.5,6.7|. The reactants are COC(C1=C(C=C(C=C1)CBr)OC(C)=O)=O (2-acetoxy-4-(bromomethyl) benzoic acid methyl ester), C(=O)[O-].[Na+] (sodium formate). Run in CCO.CS(=O)C.O (EtOH DMSO H2O), C(Cl)Cl.CCOC(=O)C (CH2Cl2 EtOAc).